describe an organic reaction: reactants, conditions, products, and yield From a dataset of the Open Reaction Database (ORD), a public repository of structured organic reaction records. The reactants are N1C=CC2=CC=CC=C12 (indole), NC1=CC=C(C=C1)CC(=O)OCC (ethyl 2-(4-aminophenyl)acetate), ICl (iodine monochloride). Product: NC1=C(C=C(C=C1)CC(=O)OCC)I (ethyl 2-(4-amino-3-iodophenyl)acetate). As a reaction SMILES: N1C2C(=CC=CC=2)C=C1.[NH2:10][C:11]1[CH:16]=[CH:15][C:14]([CH2:17][C:18]([O:20][CH2:21][CH3:22])=[O:19])=[CH:13][CH:12]=1.[I:23]Cl>>[NH2:10][C:11]1[CH:12]=[CH:13][C:14]([CH2:17][C:18]([O:20][CH2:21][CH3:22])=[O:19])=[CH:15][C:16]=1[I:23]. Reported procedure: Generally, Scheme 1 illustrates a synthetic route to the indole-containing fused ring compounds of the present invention. An ethyl 2-(4-aminophenyl)acetate is iodinated with a reagent such as, for example, iodine monochloride, to afford the corresponding ethyl 2-(4-amino-3-iodophenyl)acetate. This amine is treated with a 3-oxoacetate to produce the desired ethyl 3-(phenylamino)but-2-enoate. Formation of the indole is then achieved upon treatment with a catalyst, such as, for example, palladium a...